From a dataset of the Open Reaction Database (ORD), a public repository of structured organic reaction records. describe an organic reaction: reactants, conditions, products, and yield Starting materials: ice water, C(C)(=O)NC=1SC=C(N1)CCl (2-acetamido-4-chloromethylthiazole), C(C1=CC=CC=C1)(C1=CC=CC=C1)N1CCNCC1 (1-benzhydrylpiperazine), C([O-])([O-])=O.[K+].[K+] (potassium carbonate). The solvent is CN(C=O)C (N,N-dimethylformamide). Reaction conditions: temperature 80 celsius, time 2 hour. The product is C(C)(=O)NC=1SC=C(N1)CN1CCN(CC1)C(C1=CC=CC=C1)C1=CC=CC=C1 (2-acetamido-4-(4-benzhydrylpiperazin-1-ylmethyl)thiazole). Yield: 52.1%. Reaction SMILES: [C:1]([NH:4][C:5]1[S:6][CH:7]=[C:8]([CH2:10]Cl)[N:9]=1)(=[O:3])[CH3:2].[CH:12]([N:25]1[CH2:30][CH2:29][NH:28][CH2:27][CH2:26]1)([C:19]1[CH:24]=[CH:23][CH:22]=[CH:21][CH:20]=1)[C:13]1[CH:18]=[CH:17][CH:16]=[CH:15][CH:14]=1.C(=O)([O-])[O-].[K+].[K+]>CN(C)C=O>[C:1]([NH:4][C:5]1[S:6][CH:7]=[C:8]([CH2:10][N:28]2[CH2:29][CH2:30][N:25]([CH:12]([C:13]3[CH:18]=[CH:17][CH:16]=[CH:15][CH:14]=3)[C:19]3[CH:24]=[CH:23][CH:22]=[CH:21][CH:20]=3)[CH2:26][CH2:27]2)[N:9]=1)(=[O:3])[CH3:2] |f:2.3.4|. Procedure: A mixture of 2-acetamido-4-chloromethylthiazole (7.6 g), 1-benzhydrylpiperazine (10.0 g) and potassium carbonate (5.5 g) in N,N-dimethylformamide (80 ml) was stirred at 80° C. for 2 hours. After the reaction mixture was poured into ice-water, the precipitated crystals were collected by filtration, washed with water and then crystallized twice from methanol to give white crystals (8.4 g) of 2-acetamido-4-(4-benzhydrylpiperazin-1-ylmethyl)thiazole, mp 178°-179° C. Starting materials: CC(=O)O, CCO, FC(F)(F)COCCOCCOCCOCCOCCOCCOCc1ccccc1, [H][H]. RXN SMILES: [C:37]([OH:38])(=[O:39])[CH3:40].[CH2:34]([OH:35])[CH3:36].[F:1][C:2]([CH2:3][O:4][CH2:5][CH2:6][O:7][CH2:8][CH2:9][O:10][CH2:11][CH2:12][O:13][CH2:14][CH2:15][O:16][CH2:17][CH2:18][O:19][CH2:20][CH2:21][O:22][CH2:23][c:24]1[cH:25][cH:26][cH:27][cH:28][cH:29]1)([F:30])[F:31].[H:32][H:33]>>[F:1][C:2]([CH2:3][O:4][CH2:5][CH2:6][O:7][CH2:8][CH2:9][O:10][CH2:11][CH2:12][O:13][CH2:14][CH2:15][O:16][CH2:17][CH2:18][O:19][CH2:20][CH2:21][OH:22])([F:30])[F:31]. The product is OCCOCCOCCOCCOCCOCCOCC(F)(F)F. The reactants are ClC1=CC=C(C=C1)N1[C@@H](CC1)C(=O)O ((S)-1-(4-Chloro-phenyl)-azetidine-2-carboxylic acid), NC1=NOC(=C1)C(C)(C)C (3-amino-5-t-butylisoxazole), P(=O)(Cl)(Cl)Cl (phosphorus oxychloride). Solvent: C(C)(=O)OCC (ethyl acetate), N1=CC=CC=C1 (pyridine). Run at time 18 hour. The product is C(C)(C)(C)C1=CC(=NO1)NC(=O)[C@H]1N(CC1)C1=CC=C(C=C1)Cl ((S)-1-(4-Chloro-phenyl)-azetidine-2-carboxylic acid (5-tert-butyl-isoxazol-3-yl)-amide). RXN SMILES: [Cl:1][C:2]1[CH:7]=[CH:6][C:5]([N:8]2[CH2:11][CH2:10][C@H:9]2[C:12]([OH:14])=O)=[CH:4][CH:3]=1.[NH2:15][C:16]1[CH:20]=[C:19]([C:21]([CH3:24])([CH3:23])[CH3:22])[O:18][N:17]=1.P(Cl)(Cl)(Cl)=O>N1C=CC=CC=1.C(OCC)(=O)C>[C:21]([C:19]1[O:18][N:17]=[C:16]([NH:15][C:12]([C@@H:9]2[CH2:10][CH2:11][N:8]2[C:5]2[CH:4]=[CH:3][C:2]([Cl:1])=[CH:7][CH:6]=2)=[O:14])[CH:20]=1)([CH3:24])([CH3:23])[CH3:22]. Procedure: To a cold solution (0° C.) of (S)-1-(4-Chloro-phenyl)-azetidine-2-carboxylic acid (100 mg; 0.472 mmol) and 3-amino-5-t-butylisoxazole (66 mg; 0.472 mmol) in pyridine (1.5 mL) is added phosphorus oxychloride (0.043 m; 0.48 mmol). The reaction mixture is stirred at room temperature for 18 hours. After this time, the reaction mixture is diluted with ethyl acetate and washed with diluted NH4Cl aqueous solution then brine, dried over Na2SO4, filtered and concentrated in vacuo. Purification by flash c... Reactants: Cl, O=C(O)C1CCCO1, NC1CCC(CCN2CCC(c3cccc4c3OCO4)CC2)CC1. Product: O=C(NC1CCC(CCN2CCC(c3cccc4c3OCO4)CC2)CC1)C1CCCO1. As a reaction SMILES: [ClH:1].[O:26]1[CH:27]([C:31](=[O:32])[OH:33])[CH2:28][CH2:29][CH2:30]1.[O:2]1[CH2:3][O:4][c:5]2[c:6]1[cH:7][cH:8][cH:9][c:10]2[CH:11]1[CH2:12][CH2:13][N:14]([CH2:17][CH2:18][CH:19]2[CH2:20][CH2:21][CH:22]([NH2:25])[CH2:23][CH2:24]2)[CH2:15][CH2:16]1>>[O:2]1[CH2:3][O:4][c:5]2[c:6]1[cH:7][cH:8][cH:9][c:10]2[CH:11]1[CH2:12][CH2:13][N:14]([CH2:17][CH2:18][CH:19]2[CH2:20][CH2:21][CH:22]([NH:25][C:31]([CH:27]3[O:26][CH2:30][CH2:29][CH2:28]3)=[O:32])[CH2:23][CH2:24]2)[CH2:15][CH2:16]1. Reactants: IC1=CC=C(C(=O)Cl)C=C1 (p-iodobenzoyl chloride), N1=CC=CC=C1 (pyridine), O1CCOCC1 (dioxane), C1(=CC=CC=C1)NN (phenylhydrazine). Solvent: O (water). Conditions: temperature 25 celsius, time 3 day. The product is C1(=CC=CC=C1)N(N)C(C1=CC=C(C=C1)I)=O (p-iodobenzoic acid phenylhydrazide). Yield: 70.9%. Reaction SMILES: [I:1][C:2]1[CH:10]=[CH:9][C:5]([C:6](Cl)=[O:7])=[CH:4][CH:3]=1.O1CCOCC1.[C:17]1([NH:23][NH2:24])[CH:22]=[CH:21][CH:20]=[CH:19][CH:18]=1.N1C=CC=CC=1>O>[C:17]1([N:23]([C:6](=[O:7])[C:5]2[CH:9]=[CH:10][C:2]([I:1])=[CH:3][CH:4]=2)[NH2:24])[CH:22]=[CH:21][CH:20]=[CH:19][CH:18]=1. Procedure details: A solution of 44.7 g. (0.168 mole) of p-iodobenzoyl chloride in 100 ml. of dioxane was added to 18.2 g. (0.168 mole) of phenylhydrazine dissolved in 250 ml. of pyridine at 5° to 15° C,. The resulting suspension was stirred at about 25° C. for 3 days, poured into 2 liters of water, the solids were filtered and washed with water, dilute aqueous hydrochloric acid and then again with water. The product thus obtained was crystallized from ethanol to give 40.0 g. (70.9% yield) of p-iodobenzoic acid ph... Reactants: CS(=O)(=O)Cl, CCN(C(C)C)C(C)C, ClCCl, N#Cc1ccc(N)cc1Cl. Yields the product CS(=O)(=O)Nc1ccc(C#N)c(Cl)c1. RXN SMILES: [CH3:20][S:21]([Cl:22])(=[O:23])=[O:24].[CH:11]([N:12]([CH2:13][CH3:14])[CH:15]([CH3:16])[CH3:17])([CH3:18])[CH3:19].[Cl:25][CH2:26][Cl:27].[NH2:1][c:2]1[cH:3][c:4]([Cl:10])[c:5]([C:6]#[N:7])[cH:8][cH:9]1>>[NH:1]([c:2]1[cH:3][c:4]([Cl:10])[c:5]([C:6]#[N:7])[cH:8][cH:9]1)[S:21]([CH3:20])(=[O:23])=[O:24]. Starting materials: C[N+](C)=Cc1ccccc1, [Cl-], c1ccc(-n2cccc2)cc1. Yields the product CN(C)C(c1ccccc1)c1cccn1-c1ccccc1. RXN SMILES: [CH:13]([c:14]1[cH:15][cH:16][cH:17][cH:18][cH:19]1)=[N+:20]([CH3:21])[CH3:22].[Cl-:12].[c:1]1(-[n:7]2[cH:8][cH:9][cH:10][cH:11]2)[cH:2][cH:3][cH:4][cH:5][cH:6]1>>[c:1]1(-[n:7]2[c:8]([CH:13]([c:14]3[cH:15][cH:16][cH:17][cH:18][cH:19]3)[N:20]([CH3:21])[CH3:22])[cH:9][cH:10][cH:11]2)[cH:2][cH:3][cH:4][cH:5][cH:6]1. RXN SMILES: [NH2:1][C:2]1[CH:7]=[CH:6][C:5]([S:8][C:9]2[CH:14]=[CH:13][CH:12]=[CH:11][N:10]=2)=[CH:4][CH:3]=1.[Cl:15][C:16]1[CH:21]=[CH:20][C:19]([N:22]=[C:23]=[S:24])=[CH:18][C:17]=1[C:25]([F:28])([F:27])[F:26]>>[N:10]1[CH:11]=[CH:12][CH:13]=[CH:14][C:9]=1[S:8][C:5]1[CH:4]=[CH:3][C:2]([NH:1][C:23]([NH:22][C:19]2[CH:20]=[CH:21][C:16]([Cl:15])=[C:17]([C:25]([F:28])([F:26])[F:27])[CH:18]=2)=[S:24])=[CH:7][CH:6]=1. Procedure details: 2-(4-Aminophenylthio)pyridine (6.0 mmoles, 1.2 g) and 4-chloro-3-trifluoromethylphenylisothiocyanate (6.0 mmoles, 1.4 g) were reacted according to procedure C to yield the title compound, 1.9 g, 72%. Mass spec (FD) 439. Calculated for C19H13ClF3N3 S2 : C, 51.88; H, 2.98, N, 9.55 Found: C, 51.99; H, 3.15; N, 9.63. Product: N1=C(C=CC=C1)SC1=CC=C(C=C1)NC(=S)NC1=CC(=C(C=C1)Cl)C(F)(F)F (4-(2-pyridylthio)phenyl-3-(4-chloro-3-trifluoromethylphenyl)thiourea). The reactants are NC1=CC=C(C=C1)SC1=NC=CC=C1 (2-(4-Aminophenylthio)pyridine), ClC1=C(C=C(C=C1)N=C=S)C(F)(F)F (4-chloro-3-trifluoromethylphenylisothiocyanate).